The task is: describe an organic reaction: reactants, conditions, products, and yield. This data is from the Open Reaction Database (ORD), a public repository of structured organic reaction records. Starting materials: ClC1=CC2=C(OC3=C(CN2CC#CC2=CC=C(C(=O)OC)C=C2)C=CC=C3)C=C1 (methyl 4-[3-(8-chloro-10,11-dihydrodibenzo[b,f][1,4]oxazepin-10-yl)prop-1-ynyl]benzoate). Reagents/catalysts: [Pd] (palladium-on-charcoal). The solvent is C1CCOC1 (THF). Reaction conditions: time 9 hour. Product: ClC1=CC2=C(OC3=C(CN2CCCC2=CC=C(C(=O)OC)C=C2)C=CC=C3)C=C1 (methyl 4-[3-(8-chloro-10,11-dihydrodibenzo[b,f][1,4]oxazepin-10-yl)propyl]benzoate), C1=CC=CC2=C1CN(C1=C(O2)C=CC=C1)CCCC1=CC=C(C(=O)OC)C=C1 (methyl 4-[3-(10,11-dihydrodibenzo[b,f][1,4]oxazepin-10-yl)propyl]benzoate). As a reaction SMILES: [Cl:1][C:2]1[CH:29]=[CH:28][C:5]2[O:6][C:7]3[CH:27]=[CH:26][CH:25]=[CH:24][C:8]=3[CH2:9][N:10]([CH2:11][C:12]#[C:13][C:14]3[CH:23]=[CH:22][C:17]([C:18]([O:20][CH3:21])=[O:19])=[CH:16][CH:15]=3)[C:4]=2[CH:3]=1>[Pd].C1COCC1>[Cl:1][C:2]1[CH:29]=[CH:28][C:5]2[O:6][C:7]3[CH:27]=[CH:26][CH:25]=[CH:24][C:8]=3[CH2:9][N:10]([CH2:11][CH2:12][CH2:13][C:14]3[CH:23]=[CH:22][C:17]([C:18]([O:20][CH3:21])=[O:19])=[CH:16][CH:15]=3)[C:4]=2[CH:3]=1.[CH:24]1[C:8]2[CH2:9][N:10]([CH2:11][CH2:12][CH2:13][C:14]3[CH:15]=[CH:16][C:17]([C:18]([O:20][CH3:21])=[O:19])=[CH:22][CH:23]=3)[C:4]3[CH:3]=[CH:2][CH:29]=[CH:28][C:5]=3[O:6][C:7]=2[CH:27]=[CH:26][CH:25]=1. Reported procedure: A mixture of methyl 4-[3-(8-chloro-10,11-dihydrodibenzo[b,f][1,4]oxazepin-10-yl)prop-1-ynyl]benzoate (2.7 g), 10% palladium-on-charcoal catalyst (0.05 g) and THF (100 ml) was stirred under an atmosphere of hydrogen for 9 hours. The mixture was filtered and the filtrate was evaporated. The residue was purified by column chromatography using a 9:1 v/v mixture of methylene chloride and petroleum ether (b.p. 60°-80° C.) as eluent. There were thus obtained in turn methyl 4-[3-(8-chloro-10,11-dihydrod...